This data is from the Open Reaction Database (ORD), a public repository of structured organic reaction records. The task is: describe an organic reaction: reactants, conditions, products, and yield The reactants are C(#N)C1CCN(CC1)C(=O)OC(C)(C)C (tert-butyl 4-cyanopiperidine-1-carboxylate), NO (hydroxylamine). Solvent: C(C)O (ethanol). Reaction conditions: temperature 80 celsius. Yields the product O\N=C(/N)\C1CCN(CC1)C(=O)OC(C)(C)C ((Z)-tert-butyl 4-(N′-hydroxycarbamimidoyl)piperidine-1-carboxylate). Reaction SMILES: [C:1]([CH:3]1[CH2:8][CH2:7][N:6]([C:9]([O:11][C:12]([CH3:15])([CH3:14])[CH3:13])=[O:10])[CH2:5][CH2:4]1)#[N:2].[NH2:16][OH:17]>C(O)C>[OH:17]/[N:16]=[C:1](/[CH:3]1[CH2:8][CH2:7][N:6]([C:9]([O:11][C:12]([CH3:15])([CH3:14])[CH3:13])=[O:10])[CH2:5][CH2:4]1)\[NH2:2]. Procedure: A solution of tert-butyl 4-cyanopiperidine-1-carboxylate (0.5 g, 2.378 mmol) in ethanol (12 mL) was treated with hydroxylamine (50% in water, 0.51 mL, 8.32 mmol). The reaction was heated at 80° C. for 1.5 hours. The reaction was cooled to ambient temperature and concentrated under reduced pressure. The concentrate was dried to constant weight in a vacuum oven at 60° C. to provide the title compound. DCI(+) m/z 244.1 [M+H]+.